Dataset: the Open Reaction Database (ORD), a public repository of structured organic reaction records. Task: describe an organic reaction: reactants, conditions, products, and yield Starting materials: CCOC(=O)c1nc2c(=O)[nH]c3cc(C(F)(F)F)ccc3n2c1C, Cc1ccccc1, O=C(Cl)Cl, CN(C)C=O. The product is CCOC(=O)c1nc2c(Cl)nc3cc(C(F)(F)F)ccc3n2c1C. Reaction SMILES: [CH2:1]([CH3:2])[O:3][C:4](=[O:5])[c:6]1[n:7][c:8]2[n:9]([c:10]3[cH:11][cH:12][c:13]([C:19]([F:20])([F:21])[F:22])[cH:14][c:15]3[nH:16][c:17]2=[O:18])[c:23]1[CH3:24].[CH3:29][c:30]1[cH:31][cH:32][cH:33][cH:34][cH:35]1.[Cl:25][C:26](=[O:27])[Cl:28].[O:36]=[CH:37][N:38]([CH3:39])[CH3:40]>>[CH2:1]([CH3:2])[O:3][C:4](=[O:5])[c:6]1[n:7][c:8]2[n:9]([c:10]3[cH:11][cH:12][c:13]([C:19]([F:20])([F:21])[F:22])[cH:14][c:15]3[n:16][c:17]2[Cl:25])[c:23]1[CH3:24].